This data is from the Open Reaction Database (ORD), a public repository of structured organic reaction records. The task is: describe an organic reaction: reactants, conditions, products, and yield The reactants are C1CCOC1, CN1CCN(c2ccc(N)cc2)CC1, Clc1ncc(-c2ccccc2)o1, [H-], [Na+]. Yields the product CN1CCN(c2ccc(Nc3ncc(-c4ccccc4)o3)cc2)CC1. Reaction SMILES: [CH2:29]1[O:30][CH2:31][CH2:32][CH2:33]1.[CH3:3][N:4]1[CH2:5][CH2:6][N:7]([c:10]2[cH:11][cH:12][c:13]([NH2:14])[cH:15][cH:16]2)[CH2:8][CH2:9]1.[Cl:17][c:18]1[o:19][c:20](-[c:23]2[cH:24][cH:25][cH:26][cH:27][cH:28]2)[cH:21][n:22]1.[H-:1].[Na+:2]>>[CH3:3][N:4]1[CH2:5][CH2:6][N:7]([c:10]2[cH:11][cH:12][c:13]([NH:14][c:18]3[o:19][c:20](-[c:23]4[cH:24][cH:25][cH:26][cH:27][cH:28]4)[cH:21][n:22]3)[cH:15][cH:16]2)[CH2:8][CH2:9]1. Starting materials: C1CSCC=2C=C(C=C3[C@H]4[C@@H](N1C23)CCNC4)C4=C(C=O)C=C(C=C4)OC (2-[(7bR,11aS)-1,2,7b,8,9,10,11,11a-octahydro-4H-pyrido[4,3-b)[1,4]thiazepino[6,5,4-hi]indol-6-yl]-5-methoxybenzaldehyde), base, C[Mg]Br (methyl magnesium bromide), solution. Solvent: O1CCCC1 (tetrahydrofuran), C1CCOC1 (THF). Product: C1CSCC=2C=C(C=C3[C@H]4[C@@H](N1C23)CCNC4)C4=C(C=C(C=C4)OC)C(C)O (1-{2-[(7bR,11aS)-1,2,7b,8,9,10,11,11a-octahydro-4H-pyrido[4,3-b][1,4]thiazepino[6,5,4-hi]indol-6-yl]-5-methoxyphenyl}ethanol). As a reaction SMILES: [CH2:1]1[N:12]2[C:13]3[C:9]([C@@H:10]4[CH2:17][NH:16][CH2:15][CH2:14][C@@H:11]42)=[CH:8][C:7]([C:18]2[CH:25]=[CH:24][C:23]([O:26][CH3:27])=[CH:22][C:19]=2[CH:20]=[O:21])=[CH:6][C:5]=3[CH2:4][S:3][CH2:2]1.[CH3:28][Mg]Br>O1CCCC1>[CH2:1]1[N:12]2[C:13]3[C:9]([C@@H:10]4[CH2:17][NH:16][CH2:15][CH2:14][C@@H:11]42)=[CH:8][C:7]([C:18]2[CH:25]=[CH:24][C:23]([O:26][CH3:27])=[CH:22][C:19]=2[CH:20]([OH:21])[CH3:28])=[CH:6][C:5]=3[CH2:4][S:3][CH2:2]1. Procedure: To a solution of 2-[(7bR,11aS)-1,2,7b,8,9,10,11,11a-octahydro-4H-pyrido[4,3-b)[1,4]thiazepino[6,5,4-hi]indol-6-yl]-5-methoxybenzaldehyde, the free base of EXAMPLE 16 (0.03 g, 0.08 mmol), in 5 mL of tetrahydrofuran at 0° C. was added methyl magnesium bromide (0.52 mL of a 3M solution in THF, 1.58 mmol). Stirred with warning to ambient temperature for several hours and then quenched with sat'd ammonium chloride. Extracted with ethyl acetate, washed organics with brine, dried (MgSO4) and concentrat... Starting materials: CC1=C(C2=C(N1)C=CC(=C2)OC)CCNC(=O)C (2-Methylmelatonin), IC1=C(CCN)C2=CC(=CC=C2N1)OC (2-iodo-5-methoxytryptamine), TEA, C1(CC1)C(=O)Cl (cyclopropanecarbonyl chloride). The solvent is C1CCOC1 (THF). Product: IC1=C(CCNC(=O)C2CC2)C2=CC(=CC=C2N1)OC (2-Iodo-N-cyclopropanoyl-5-methoxytryptamine), solid. Isolated yield 89.0%. As a reaction SMILES: [I:1][C:2]1[NH:13][C:12]2[C:7](=[CH:8][C:9]([O:14][CH3:15])=[CH:10][CH:11]=2)[C:3]=1[CH2:4][CH2:5][NH2:6].[CH:16]1([C:19](Cl)=[O:20])[CH2:18][CH2:17]1.CC1NC2C=CC(OC)=CC=2C=1CCNC(C)=O>C1COCC1>[I:1][C:2]1[NH:13][C:12]2[C:7](=[CH:8][C:9]([O:14][CH3:15])=[CH:10][CH:11]=2)[C:3]=1[CH2:4][CH2:5][NH:6][C:19]([CH:16]1[CH2:18][CH2:17]1)=[O:20]. Procedure: A solution of 2-iodo-5-methoxytryptamine (0.316 g, 1 mmol), in THF (3 mL) and TEA (0.14 mL) was acylated with cyclopropanecarbonyl chloride (0.09 mL) at room temperature for 1.5 h using the procedure described for 4a. The desired product 4m was obtained as amorphous solid (0.34 g, 89% yield), IR νmax :3450, 3300, 1650. 1H NMR: 0.71(m, 2H, CH2cyclopropyl), 0.96(m, 2H, CH2cyclopropyl), 1.21(m, 1H, cyclopropyl-CH), 2.90(t, 2H, β -CH2), 3.55(q, 2H, α-CH2), 3.85(s, 3H, OCH3), 5.62(br s, 1H, NH), 6.78... The reactants are CCCCCCC(O)c1ccc(C)cc1, ClCCl, O=[Cr](=O)([O-])Cl, c1cc[nH+]cc1. Yields the product CCCCCCC(=O)c1ccc(C)cc1. As a reaction SMILES: [CH2:1]([CH2:2][CH2:3][CH2:4][CH2:5][CH3:6])[CH:7]([OH:8])[c:9]1[cH:10][cH:11][c:12]([CH3:15])[cH:13][cH:14]1.[Cl:27][CH2:28][Cl:29].[O:16]=[Cr:17]([Cl:18])([O-:19])=[O:20].[nH+:21]1[cH:22][cH:23][cH:24][cH:25][cH:26]1>>[CH2:1]([CH2:2][CH2:3][CH2:4][CH2:5][CH3:6])[C:7](=[O:8])[c:9]1[cH:10][cH:11][c:12]([CH3:15])[cH:13][cH:14]1. Reactants: ClC=1N=C(C=2N=CN([C@H]3[C@H](O)[C@H](O)[C@@H](CO)O3)C2N1)N (2-chloroadenosine), C1(CCCCC1)CCN (2-cyclohexylethylamine). The solvent is C(C)O (ethanol), C1C(C)O1 (propylene oxide). Reaction conditions: time 6 hour. Yields the product C1(CCCCC1)CCNC=1N=C(C=2N=CN([C@H]3[C@H](O)[C@H](O)[C@@H](CO)O3)C2N1)N (2-(2-cyclohexylethylamino)-adenosine). Reaction SMILES: Cl[C:2]1[N:3]=[C:4]([NH2:20])[C:5]2[N:6]=[CH:7][N:8]([C:18]=2[N:19]=1)[C@@H:9]1[O:17][C@H:14]([CH2:15][OH:16])[C@@H:12]([OH:13])[C@H:10]1[OH:11].[CH:21]1([CH2:27][CH2:28][NH2:29])[CH2:26][CH2:25][CH2:24][CH2:23][CH2:22]1>C(O)C.C1OC1C>[CH:21]1([CH2:27][CH2:28][NH:29][C:2]2[N:3]=[C:4]([NH2:20])[C:5]3[N:6]=[CH:7][N:8]([C:18]=3[N:19]=2)[C@@H:9]2[O:17][C@H:14]([CH2:15][OH:16])[C@@H:12]([OH:13])[C@H:10]2[OH:11])[CH2:26][CH2:25][CH2:24][CH2:23][CH2:22]1. Procedure details: A mixture of 2-chloroadenosine (15.05 g) and 2-cyclohexylethylamine (31.75 g) is stirred under nitrogen at 140° over 6 hours. The reaction mixture is cooled to room temperature, diluted with ethanol (500 ml), propylene oxide (50 ml) is added and the mixture is stirred at room temperature for 3 hours. The solid is collected by vacuum filtration, washed with ethanol, then ether, and dried at 80°/0.1 mm over 16 hours. The white solid obtained is recrystallized from ethanol to yield 2-(2-cyclohexyle...